Dataset: the Open Reaction Database (ORD), a public repository of structured organic reaction records. Task: describe an organic reaction: reactants, conditions, products, and yield The reactants are [H-].[Na+] (Sodium hydride), C(C1=CC=CC=C1)OC(=O)NC=1C(NC(=CC1)C)=O (3-Benzyloxycarbonylamino-6-methyl-2-pyridinone), C(C)(C)(C)OC(CBr)=O (t-Butylbromoacetate). The solvent is C1CCOC1 (THF). The product is C(C)(C)(C)OC(CN1C(C(=CC=C1C)NC(=O)OCC1=CC=CC=C1)=O)=O (2-[6-methyl-2-oxo-3-(benzyloxycarbonylamino)-2H-pyridin-1-yl]acetic acid t-butyl ester). Reaction SMILES: [H-].[Na+].[CH2:3]([O:10][C:11]([NH:13][C:14]1[C:15](=[O:21])[NH:16][C:17]([CH3:20])=[CH:18][CH:19]=1)=[O:12])[C:4]1[CH:9]=[CH:8][CH:7]=[CH:6][CH:5]=1.[C:22]([O:26][C:27](=[O:30])[CH2:28]Br)([CH3:25])([CH3:24])[CH3:23]>C1COCC1>[C:22]([O:26][C:27](=[O:30])[CH2:28][N:16]1[C:17]([CH3:20])=[CH:18][CH:19]=[C:14]([NH:13][C:11]([O:10][CH2:3][C:4]2[CH:5]=[CH:6][CH:7]=[CH:8][CH:9]=2)=[O:12])[C:15]1=[O:21])([CH3:25])([CH3:24])[CH3:23] |f:0.1|. Procedure details: Sodium hydride (5.3 g, 0.22 mol) was added to a stirred slurry of 3-benzyloxycarbonylamino-6-methyl-2-pyridinone (16-2; 53.2 g, 0.20 mol) in THF at 0° C. t-Butylbromoacetate (45 ml, 0.27 mol) was added to the resulting solution and a precipitate rapidly forms. The reaction was warmed to rt over 1 h and after 2 h the solvent was evaporated in vacuo and the residue was partitioned between 1:1 water/brine (200 ml) and 6:1 THF/methylene chloride (700 ml). The organic layer was dried (Na2SO4) and eva...